Dataset: the Open Reaction Database (ORD), a public repository of structured organic reaction records. Task: describe an organic reaction: reactants, conditions, products, and yield The reactants are FC=1C=C(C=CC1N1CCN(CC1)C)N\C=C\1/C(NC(C2=CC=C(C=C12)I)=O)=O ((4Z)-4-({[3-Fluoro-4-(4-methylpiperazin-1-yl)phenyl]amino}methylene)-6-iodoisoquinoline-1,3(2H,4H)-dione), BrC=1C=C2C(C(NC(C2=CC1)=O)=O)=CNC1=CC=C(C=C1)N1CC(NC(C1)C)C (6-bromo-4-({[4-(3,5-dimethylpiperazin-1-yl)phenyl]amino}methylene)isoquinoline-1,3(2H,4H)-dione). Yields the product IC=1C=C2\C(\C(NC(C2=CC1)=O)=O)=C/OC ((4E)-6-iodo-4-(methoxymethylene)isoquinoline-1,3(2H,4H)-dione), FC=1C=C(C=CC1N1CCN(CC1)C)N ([3-fluoro-4-(4-methylpiperazin-1-yl)phenyl]amine). RXN SMILES: [F:1][C:2]1[CH:3]=[C:4]([NH:15]/[CH:16]=[C:17]2\[C:18](=[O:29])[NH:19][C:20](=[O:28])[C:21]3[C:26]\2=[CH:25][C:24]([I:27])=[CH:23][CH:22]=3)[CH:5]=[CH:6][C:7]=1[N:8]1[CH2:13][CH2:12][N:11]([CH3:14])[CH2:10][CH2:9]1.BrC1C=C2C(=CC=1)[C:37](=[O:41])NC(=O)C2=CNC1C=CC(N2CC(C)NC(C)C2)=CC=1>>[I:27][C:24]1[CH:25]=[C:26]2[C:21](=[CH:22][CH:23]=1)[C:20](=[O:28])[NH:19][C:18](=[O:29])/[C:17]/2=[CH:16]/[O:41][CH3:37].[F:1][C:2]1[CH:3]=[C:4]([NH2:15])[CH:5]=[CH:6][C:7]=1[N:8]1[CH2:9][CH2:10][N:11]([CH3:14])[CH2:12][CH2:13]1. Reported procedure: Using the procedure described for the preparation of 4Z)-6-bromo-4-({[4-(3,5-dimethylpiperazin-1-yl)phenyl]amino}methylene)isoquinoline-1,3(2H,4H)-dione, 0.27 g (90.0% yield) of light brown solid is obtained from 0.2 g (0.61 mmol) of (4E)-6-iodo-4-(methoxymethylene)isoquinoline-1,3(2H,4H)-dione and 0.15 g (0.73 mmol) of [3-fluoro-4-(4-methylpiperazin-1-yl)phenyl]amine: mp 211-212° C.; MS (ESI) m/z 507.1 (M+H)+1 Reactants: C(C=C)(=O)OC (methyl acrylate), CN1C=C(C2=CC=CC=C12)C(N)=NO (1-Methyl-1H-indole-3 carboxamide oxime), [H-].[Na+] (sodium hydride), 4A. Run in C1CCOC1 (THF). Reaction conditions: time 30 minute. Product: C(=C)C1=NC(=NO1)C1=CN(C2=CC=CC=C12)C (5-Ethenyl-3-(1-methyl-1-H-indol-3-yl)-1,2,4-oxadiazole). RXN SMILES: [CH3:1][N:2]1[C:10]2[C:5](=[CH:6][CH:7]=[CH:8][CH:9]=2)[C:4]([C:11](=[N:13][OH:14])[NH2:12])=[CH:3]1.[H-].[Na+].[C:17](OC)(=O)[CH:18]=[CH2:19]>C1COCC1>[CH:18]([C:19]1[O:14][N:13]=[C:11]([C:4]2[C:5]3[C:10](=[CH:9][CH:8]=[CH:7][CH:6]=3)[N:2]([CH3:1])[CH:3]=2)[N:12]=1)=[CH2:17] |f:1.2|. Procedure details: 1-Methyl-1H-indole-3 carboxamide oxime (C. J. Swain et al, J Med Chem, 1991, 34, 147) (0.500 g, 2.64 mmol) was dissolved in dry THF (20 ml) with stirring, and treated with ground 4A molecular sieves (1.5 g) under nitrogen. After 30 minutes sodium hydride (80% dispersion in mineral oil) (0.087 g, 2.91 mmol) was added. The mixture was then heated to reflux. After 30 minutes the mixture was allowed to cool momentarily and a methyl acrylate (0.475 ml, 5.28 mmol) was added. The mixture was then heate... Starting materials: N1([C@@H](C(=O)N(CC(=O)OC(C)(C)C)CC)CCCC1)C(=O)OCC1=CC=CC=C1 (Cbz-D-hPro-N(Et)Gly-O-t-Bu), C1(=CC=CC=C1)OC (anisole), FC(C(=O)O)(F)F (trifluoroacetic acid). Run in ClCCl (dichloromethane). The product is N1([C@@H](C(=O)N(CC(=O)O)CC)CCCC1)C(=O)OCC1=CC=CC=C1 (Cbz-D-hPro-N(Et)Gly-OH). Yield: 106.5%. Reaction SMILES: [N:1]1([C:20]([O:22][CH2:23][C:24]2[CH:29]=[CH:28][CH:27]=[CH:26][CH:25]=2)=[O:21])[CH2:19][CH2:18][CH2:17][CH2:16][C@@H:2]1[C:3]([N:5]([CH2:14][CH3:15])[CH2:6][C:7]([O:9]C(C)(C)C)=[O:8])=[O:4].C1(OC)C=CC=CC=1.FC(F)(F)C(O)=O>ClCCl>[N:1]1([C:20]([O:22][CH2:23][C:24]2[CH:25]=[CH:26][CH:27]=[CH:28][CH:29]=2)=[O:21])[CH2:19][CH2:18][CH2:17][CH2:16][C@@H:2]1[C:3]([N:5]([CH2:14][CH3:15])[CH2:6][C:7]([OH:9])=[O:8])=[O:4]. Reported procedure: To a solution of Cbz-D-hPro-N(Et)Gly-O-t-Bu (5 g, 12.4 mmol) in dichloromethane (50 mL) was added anisole (2.5 mL) and trifluoroacetic acid (50 mL). The mixture was allowed to stir for several hours at room temperature. The solvents were removed in vacuo and the resulting oil was partitioned between saturated aqueous NaHCO3 and diethyl ether. The layers were separated and the organic phase was extracted once with saturated aqueous NaHCO3. The combined aqueous phase was adjusted to pH 2 with 5N a... The reactants are CCCCCCCCCCCCC1CC(=O)OC1=O, CC1(C)CC(N)CC(C)(C)N1OC1CCCCC1. The product is CCCCCCCCCCCCC1CC(=O)N(C2CC(C)(C)N(OC3CCCCC3)C(C)(C)C2)C1=O. Reaction SMILES: [CH2:19]([CH2:20][CH2:21][CH2:22][CH2:23][CH2:24][CH2:25][CH2:26][CH2:27][CH2:28][CH2:29][CH3:30])[CH:31]1[C:32](=[O:33])[O:34][C:35](=[O:37])[CH2:36]1.[CH:1]1([O:7][N:8]2[C:9]([CH3:17])([CH3:18])[CH2:10][CH:11]([NH2:16])[CH2:12][C:13]2([CH3:14])[CH3:15])[CH2:2][CH2:3][CH2:4][CH2:5][CH2:6]1>>[CH:1]1([O:7][N:8]2[C:9]([CH3:17])([CH3:18])[CH2:10][CH:11]([N:16]3[C:32](=[O:33])[CH:31]([CH2:19][CH2:20][CH2:21][CH2:22][CH2:23][CH2:24][CH2:25][CH2:26][CH2:27][CH2:28][CH2:29][CH3:30])[CH2:36][C:35]3=[O:34])[CH2:12][C:13]2([CH3:14])[CH3:15])[CH2:2][CH2:3][CH2:4][CH2:5][CH2:6]1. The reactants are CC1(C)C2CCC1(CS(=O)(=O)O)C(=O)C2, CC(C)O, CN(C1CCCCC1Nc1nc(Cl)ncc1Cl)S(C)(=O)=O, CCN1C(=O)CCCc2c1ccc(N)c2OC. Product: CCN1C(=O)CCCc2c1ccc(Nc1ncc(Cl)c(NC3CCCCC3N(C)S(C)(=O)=O)n1)c2OC. As a reaction SMILES: [C:39]12([CH2:40][S:41]([OH:42])(=[O:43])=[O:44])[C:45]([CH3:46])([CH3:47])[CH:48]([CH2:49][CH2:50]1)[CH2:51][C:52]2=[O:53].[CH:54]([OH:55])([CH3:56])[CH3:57].[Cl:1][c:2]1[n:3][cH:4][c:5]([Cl:21])[c:6]([NH:8][CH:9]2[CH:10]([N:15]([S:16](=[O:17])(=[O:18])[CH3:19])[CH3:20])[CH2:11][CH2:12][CH2:13][CH2:14]2)[n:7]1.[NH2:22][c:23]1[c:24]([O:37][CH3:38])[c:25]2[c:26]([cH:35][cH:36]1)[N:27]([CH2:33][CH3:34])[C:28](=[O:32])[CH2:29][CH2:30][CH2:31]2>>[c:2]1([NH:22][c:23]2[c:24]([O:37][CH3:38])[c:25]3[c:26]([cH:35][cH:36]2)[N:27]([CH2:33][CH3:34])[C:28](=[O:32])[CH2:29][CH2:30][CH2:31]3)[n:3][cH:4][c:5]([Cl:21])[c:6]([NH:8][CH:9]2[CH:10]([N:15]([S:16](=[O:17])(=[O:18])[CH3:19])[CH3:20])[CH2:11][CH2:12][CH2:13][CH2:14]2)[n:7]1. Starting materials: BrC=1C=C(C=CC1)C(F)(F)F (3-bromobenzotrifluoride), S(O)(O)(=O)=O (sulfuric acid), [Mg] (magnesium), CN1C(CCC1=O)=O (N-methylsuccinimide). Solvent: C1=CC=CC=C1 (benzene), C(C)OCC (diethylether). Run at time 8 hour. Yields the product OC1(CCC(N1C)=O)C1=CC(=CC=C1)C(F)(F)F (5-hydroxy-1-methyl-5-(m-trifluoromethylphenyl)pyrrolidone). Reaction SMILES: Br[C:2]1[CH:3]=[C:4]([C:8]([F:11])([F:10])[F:9])[CH:5]=[CH:6][CH:7]=1.[Mg].[CH3:13][N:14]1[C:18](=[O:19])[CH2:17][CH2:16][C:15]1=[O:20].S(=O)(=O)(O)O>C1C=CC=CC=1.C(OCC)C>[OH:19][C:18]1([C:2]2[CH:7]=[CH:6][CH:5]=[C:4]([C:8]([F:11])([F:10])[F:9])[CH:3]=2)[N:14]([CH3:13])[C:15](=[O:20])[CH2:16][CH2:17]1. Procedure: To a Grignard prepared from 37 g. (0.16 mole) of 3-bromobenzotrifluoride and 3.7 g. (0.16 mole) of magnesium turnings in 100 ml. of dry diethylether, there is added dropwise over a period of about 10 minutes 12.2 g. (0.11 mole) of N-methylsuccinimide in 100 ml. of dry benzene. The resulting mixture is stirred and refluxed for about 4 hours and then allowed to stand overnight at room temperature. Stirring is resumed and 40 ml. of 50% sulfuric acid is added dropwise at such a rate to maintain a ge... RXN SMILES: [CH3:1][C:2]1[NH:3][CH:4]=[CH:5][C:6](=[O:16])[C:7]=1[O:8]CC1C=CC=CC=1.Cl>[Pd].C(O)C>[CH3:1][C:2]1[NH:3][CH:4]=[CH:5][C:6](=[O:16])[C:7]=1[OH:8]. The yield is 67.2%. The reagents and catalysts are [Pd] (Pd/C). Procedure: 1.00 g (2.68 mmol) of 2-methyl-3-benzyloxypyridine-4(1H)-one of dimethylene xylitol compound is put into a mixture of 10 mL ethanol—2 mL H2O; then 0.08 g of Pd/C at 10% is added, and the pH of the solution is adjusted to pH=1 with a solution of concentrated HCl. The reaction medium is then subjected to catalytic hydrogenolysis under agitation at room temperature for 4 hours. At the end of this hydrogenolysis, the reaction medium is filtered. Then, 25 mL of water is added to the residue, and the ... Run at time 4 hour. Yields the product CC=1NC=CC(C1O)=O (2-methyl-3-hydroxypyridine-4(1H)-one). Solvent: C(C)O (ethanol). Reactants: dimethylene xylitol, CC=1NC=CC(C1OCC1=CC=CC=C1)=O (2-methyl-3-benzyloxypyridine-4(1H)-one), dimethylene xylitol, Cl (HCl). Reactants: [OH-].[Na+] (NaOH), C(C)OC(C(CC1=CC=C(C=C1)O)(C)OC1=CC(=C(C=C1)F)F)=O (2-(3,4-difluorophenoxy)-3-(4-hydroxyphenyl)-2-methyl-propionic acid ethyl ester), C1(=CC(=CC=C1)C=1OC(=C(N1)CCOS(=O)(=O)C1=CC=C(C=C1)C)C)C1=CC=CC=C1 (toluene-4-sulfonic acid 2-(2-biphenyl-3-yl-5-methyloxazol-4-yl)ethyl ester), C(=O)([O-])[O-].[K+].[K+] (K2CO3). Run in C(C)O (ethanol), C(C)O (ethanol). The product is C1(=CC(=CC=C1)C=1OC(=C(N1)CCOC1=CC=C(C=C1)CC(C(=O)O)(C)OC1=CC(=C(C=C1)F)F)C)C1=CC=CC=C1 (3-{4-[2-(2-biphenyl-3-yl-5-methyl-oxazol-4-yl)-ethoxy]-phenyl}-2-(3,4-difluoro-phenoxy)-2-methyl-propionic acid). RXN SMILES: C([O:3][C:4](=[O:24])[C:5]([O:15][C:16]1[CH:21]=[CH:20][C:19]([F:22])=[C:18]([F:23])[CH:17]=1)([CH3:14])[CH2:6][C:7]1[CH:12]=[CH:11][C:10]([OH:13])=[CH:9][CH:8]=1)C.[C:25]1([C:50]2[CH:55]=[CH:54][CH:53]=[CH:52][CH:51]=2)[CH:30]=[CH:29][CH:28]=[C:27]([C:31]2[O:32][C:33]([CH3:49])=[C:34]([CH2:36][CH2:37]OS(C3C=CC(C)=CC=3)(=O)=O)[N:35]=2)[CH:26]=1.C([O-])([O-])=O.[K+].[K+].[OH-].[Na+]>C(O)C>[C:25]1([C:50]2[CH:51]=[CH:52][CH:53]=[CH:54][CH:55]=2)[CH:30]=[CH:29][CH:28]=[C:27]([C:31]2[O:32][C:33]([CH3:49])=[C:34]([CH2:36][CH2:37][O:13][C:10]3[CH:11]=[CH:12][C:7]([CH2:6][C:5]([O:15][C:16]4[CH:21]=[CH:20][C:19]([F:22])=[C:18]([F:23])[CH:17]=4)([CH3:14])[C:4]([OH:3])=[O:24])=[CH:8][CH:9]=3)[N:35]=2)[CH:26]=1 |f:2.3.4,5.6|. Reported procedure: A mixture of 2-(3,4-difluorophenoxy)-3-(4-hydroxyphenyl)-2-methyl-propionic acid ethyl ester (0.030 mmol) (see Ex. 45, Part C), toluene-4-sulfonic acid 2-(2-biphenyl-3-yl-5-methyloxazol-4-yl)ethyl ester (0.030 mmol) (see Ex. 2, Part F) and 325 mesh K2CO3 (0.084 g, 0.60 mmol) in ethanol (2 mL) was heated to reflux for 24 h under N2. Aqueous 5N NaOH (0.5 mL) and additional ethanol (1 mL) was added to the reaction mixture and it was heated at reflux for an additional 2 h. The reaction was cooled an... Starting materials: CI (methyl iodide), [H-].[Na+] (sodium hydride), BrC=1C=CC(=C(C1)CO)N1C(CCCC1)CC ([5-bromo-2-(2-ethylpiperidin-1-yl)phenyl]methanol). Solvent: CN(C)C=O (DMF), CN(C)C=O (DMF). Conditions: time 30 minute. Yields the product BrC1=CC(=C(C=C1)N1C(CCCC1)CC)COC (1-[4-bromo-2-(methoxymethyl)phenyl]-2-ethylpiperidine). The yield is 97.0%. Reaction SMILES: [H-].[Na+].[Br:3][C:4]1[CH:5]=[CH:6][C:7]([N:12]2[CH2:17][CH2:16][CH2:15][CH2:14][CH:13]2[CH2:18][CH3:19])=[C:8]([CH2:10][OH:11])[CH:9]=1.[CH3:20]I>CN(C=O)C>[Br:3][C:4]1[CH:5]=[CH:6][C:7]([N:12]2[CH2:17][CH2:16][CH2:15][CH2:14][CH:13]2[CH2:18][CH3:19])=[C:8]([CH2:10][O:11][CH3:20])[CH:9]=1 |f:0.1|. Procedure: To a solution of sodium hydride (2.3 g, 93 mmol) in anhydrous DMF (130 mL) was added a solution of [5-bromo-2-(2-ethylpiperidin-1-yl)phenyl]methanol (15 g, 48.3 mmol) in DMF (20 mL) drop wise at 0° C. After 30 minutes, methyl iodide was added drop wise at 0° C. The reaction mixture was quenched with a saturated aqueous solution of NH4Cl (30 mL), then diluted with water (100 mL) and extracted with EtOAc. The organic layer was dried (Na2SO4) and concentrated under reduced pressure to afford the ti... The reactants are C(=O)(OC)C=1C=C(C=O)C=CC1 (3-carbomethoxybenzaldehyde), [NH4+].[Cl-] (NH4Cl), IC1=CC=C(C(=O)N(CC)CC)C=C1 (4-Iodo-N,N-diethylbenzamide), [Li]CCCC (n-BuLi). The solvent is C1(=CC=CC=C1)C.C1CCOC1 (toluene THF), TBF. Conditions: temperature -78 celsius. Yields the product C(C)N(C(=O)C1=CC=C(C=C1)C(C=1C=C(C(=O)OC)C=CC1)O)CC (3-[[4-[(diethylamino)carbonyl]phenyl]hydroxymethyl]-benzoic acid, methyl ester). Yield: 48.8%. RXN SMILES: I[C:2]1[CH:14]=[CH:13][C:5]([C:6]([N:8]([CH2:11][CH3:12])[CH2:9][CH3:10])=[O:7])=[CH:4][CH:3]=1.[Li]CCCC.[C:20]([C:24]1[CH:25]=[C:26]([CH:29]=[CH:30][CH:31]=1)[CH:27]=[O:28])([O:22][CH3:23])=[O:21].[NH4+].[Cl-]>C1(C)C=CC=CC=1.C1COCC1>[CH2:9]([N:8]([CH2:11][CH3:12])[C:6]([C:5]1[CH:13]=[CH:14][C:2]([CH:27]([OH:28])[C:26]2[CH:25]=[C:24]([CH:31]=[CH:30][CH:29]=2)[C:20]([O:22][CH3:23])=[O:21])=[CH:3][CH:4]=1)=[O:7])[CH3:10] |f:3.4,5.6|. Procedure details: INTERMEDIATE 5 (2.8 g, 9.0 mmol) was dissolved in TBF (100 mL) and cooled to −78° C. under nitrogen atmosphere. Then n-BuLi (8.4 mL, 1.07 M solution in hexane, 9.0 mmol) was added dropwise during 10 min at −65 to −78° C. The solution was canulated into 3-carbomethoxybenzaldehyde (1.49 g, 9.1 mmol) in toluene/THF (approx. 1:1, 50 mL) at −78° C. NH4Cl (aq.) was added after 30 min. After concentration in vacuo, extraction with EtOAc/water, drying (MgSO4) and evaporation of the organic phase, the re...